Dataset: the Open Reaction Database (ORD), a public repository of structured organic reaction records. Task: describe an organic reaction: reactants, conditions, products, and yield Starting materials: [OH-].[Na+] (sodium hydroxide), [BH4-].[Na+] (Sodium borohydride), O (water), [I-].C(C)N(C(=O)C=1C=CC(=[N+](C1)C)CCC1=C(C=CC=C1)NC=O)CC (5-diethylcarbamyl -2-(o-formamidophenethyl)-1-methylpyridinium iodide). Run in CO (methanol). Run at time 2 hour. Yields the product C(C)N(C(=O)C1CN(C(CC1)CCC1=C(C=CC=C1)NC=O)C)CC (N,N-diethyl-6-(o-formamidophenethyl)-1-methylpiperidine-3-carboxamide). As a reaction SMILES: [OH-].[Na+].O.[I-].[CH2:5]([N:7]([CH2:28][CH3:29])[C:8]([C:10]1[CH:11]=[CH:12][C:13]([CH2:17][CH2:18][C:19]2[CH:24]=[CH:23][CH:22]=[CH:21][C:20]=2[NH:25][CH:26]=[O:27])=[N+:14]([CH3:16])[CH:15]=1)=[O:9])[CH3:6].[BH4-].[Na+]>CO>[CH2:28]([N:7]([CH2:5][CH3:6])[C:8]([CH:10]1[CH2:11][CH2:12][CH:13]([CH2:17][CH2:18][C:19]2[CH:24]=[CH:23][CH:22]=[CH:21][C:20]=2[NH:25][CH:26]=[O:27])[N:14]([CH3:16])[CH2:15]1)=[O:9])[CH3:29] |f:0.1,3.4,5.6|. Reported procedure: A 50% sodium hydroxide solution (9.6 g., 0.12 mole) in 45 ml. of water is added to a solution of 5-diethylcarbamyl -2-(o-formamidophenethyl)-1-methylpyridinium iodide (46.7 g., 0.1 mole) in 300 ml. of methanol. Sodium borohydride (4.56 g., 0.12 mole) is added in portions with stirring to the reaction mixture. After 2 hr. the mixture is evaporated and water (500 ml.) is added to the resulting residue. This mixture is extracted with ether, the ethereal extracts washed with water, dried over magnes...